This data is from the Open Reaction Database (ORD), a public repository of structured organic reaction records. The task is: describe an organic reaction: reactants, conditions, products, and yield Starting materials: O=CO, Nc1ccc(Cl)c(Cl)c1, O. The product is O=CNc1ccc(Cl)c(Cl)c1. RXN SMILES: [CH:10](=[O:11])[OH:12].[NH2:1][c:2]1[cH:3][cH:4][c:5]([Cl:6])[c:7]([Cl:8])[cH:9]1.[OH2:13]>>[NH:1]([c:2]1[cH:3][cH:4][c:5]([Cl:6])[c:7]([Cl:8])[cH:9]1)[CH:10]=[O:11]. Starting materials: FC1=C2C(C(=CNC2=C(C=C1)F)C(=O)OCC)=O (ethyl 5,8-difluoro-4-oxo-1,4-dihydroquinoline-3-carboxylate), [I-].[K+] (potassium iodide), C([O-])([O-])=O.[K+].[K+] (potassium carbonate), ClCC1=CC=C(C=C1)OC (1-(chloromethyl)-4-methoxybenzene). Run in CN(C)C=O (DMF), O (water), C(C)(=O)OCC (ethyl acetate). Conditions: temperature 70 celsius, time 14 hour. Yields the product FC1=C2C(C(=CN(C2=C(C=C1)F)CC1=CC=C(C=C1)OC)C(=O)O)=O (5,8-difluoro-1-(4-methoxybenzyl)-4-oxo-1,4-dihydroquinoline-3-carboxylic acid). The yield is 64.5%. Reaction SMILES: [F:1][C:2]1[CH:11]=[CH:10][C:9]([F:12])=[C:8]2[C:3]=1[C:4](=[O:18])[C:5]([C:13]([O:15]CC)=[O:14])=[CH:6][NH:7]2.[I-].[K+].C(=O)([O-])[O-].[K+].[K+].Cl[CH2:28][C:29]1[CH:34]=[CH:33][C:32]([O:35][CH3:36])=[CH:31][CH:30]=1>CN(C=O)C.O.C(OCC)(=O)C>[F:1][C:2]1[CH:11]=[CH:10][C:9]([F:12])=[C:8]2[C:3]=1[C:4](=[O:18])[C:5]([C:13]([OH:15])=[O:14])=[CH:6][N:7]2[CH2:28][C:29]1[CH:34]=[CH:33][C:32]([O:35][CH3:36])=[CH:31][CH:30]=1 |f:1.2,3.4.5|. Reported procedure: To a solution of ethyl 5,8-difluoro-4-oxo-1,4-dihydroquinoline-3-carboxylate (5.0 g), potassium iodide (3.3 g) and potassium carbonate (4.1 g) in DMF (100 mL) was added 1-(chloromethyl)-4-methoxybenzene (4.6 g), and the mixture was stirred at 70° C. for 14 hr. The reaction mixture was diluted with water and ethyl acetate, and the organic layer was separated, washed with saturated brine, dried over anhydrous sodium sulfate, and concentrated. The obtained residue was dissolved in ethanol-THF (1:1,... Starting materials: C1[C@@H](CC[C@H](C1)C(=O)O)CN (tranexamic acid), C(C1=CC=CC=C1)(=O)OC(C)OC(=O)ON1C(CCC1=O)=O (1-[(2,5-dioxopyrrolidinyl)oxycarbonyloxy]ethyl benzoate). Run in CC(C)(C)OC.CC(=O)C.O (MTBE acetone water). Product: C(C1=CC=CC=C1)(=O)OC(C)OC(=O)NC[C@@H]1CC[C@H](CC1)C(=O)O (trans-4-{[1-(Benzoyloxy)ethoxycarbonyl]aminomethyl}-Cyclohexanecarboxylic Acid). Isolated yield 17.6%. As a reaction SMILES: [CH2:1]1[CH2:6][C@H:5]([C:7]([OH:9])=[O:8])[CH2:4][CH2:3][C@H:2]1[CH2:10][NH2:11].[C:12]([O:20][CH:21]([O:23][C:24](ON1C(=O)CCC1=O)=[O:25])[CH3:22])(=[O:19])[C:13]1[CH:18]=[CH:17][CH:16]=[CH:15][CH:14]=1>CC(OC)(C)C.CC(C)=O.O>[C:12]([O:20][CH:21]([O:23][C:24]([NH:11][CH2:10][C@H:2]1[CH2:3][CH2:4][C@H:5]([C:7]([OH:9])=[O:8])[CH2:6][CH2:1]1)=[O:25])[CH3:22])(=[O:19])[C:13]1[CH:18]=[CH:17][CH:16]=[CH:15][CH:14]=1 |f:2.3.4|. Procedure details: Following the general nucleophilic carbamoylation procedure, tranexamic acid (1.1 g, 7.0 mmol) and 1-[(2,5-dioxopyrrolidinyl)oxycarbonyloxy]ethyl benzoate (800 mg, 2.6 mmol) were reacted in the MTBE/acetone/water mixture (16 mL) to yield the title compound 23 (160 mg, 18% yield) as a white powder after work-up and mass-guided preparative HPLC purification. 1H NMR (400 MHz, DMSO-d6): δ=0.87-0.96 (m, 2H), 1.21-1.38 (br. m, 3H), 1.57 (d, J=5.6 Hz, 3H), 1.71-1.74 (m, 2H), 1.88-1.91 (m, 2H), 2.1-2.2 ... The reactants are Cl, NNC(N)=O, O=c1c(=O)c2ccc(O)cc2c1=O. Product: NC(=O)NN=c1c(=O)c2ccc(O)cc2c1=O. RXN SMILES: [ClH:14].[NH2:15][NH:16][C:17](=[O:18])[NH2:19].[OH:1][c:2]1[cH:3][c:4]2[c:5](=[O:13])[c:6](=[O:12])[c:7](=[O:11])[c:8]2[cH:9][cH:10]1>>[OH:1][c:2]1[cH:3][c:4]2[c:5](=[O:13])[c:6](=[N:15][NH:16][C:17](=[O:18])[NH2:19])[c:7](=[O:11])[c:8]2[cH:9][cH:10]1.